From a dataset of the Open Reaction Database (ORD), a public repository of structured organic reaction records. describe an organic reaction: reactants, conditions, products, and yield The reactants are C=CCOC(=O)CC(=O)OCC=C, C1CCOC1, [Cl-], CC(C)(C)OC(=O)c1ccc(CCl)cc1, [H-], [NH4+], [Na+], C1COCCO1, O. Product: C=CCOC(=O)C(Cc1ccc(C(=O)OC(C)(C)C)cc1)C(=O)OCC=C. Reaction SMILES: [C:3]([CH2:4][C:5](=[O:6])[O:7][CH2:8][CH:9]=[CH2:10])(=[O:11])[O:12][CH2:13][CH:14]=[CH2:15].[CH2:39]1[O:40][CH2:41][CH2:42][CH2:43]1.[Cl-:31].[Cl:16][CH2:17][c:18]1[cH:19][cH:20][c:21]([C:22](=[O:23])[O:24][C:25]([CH3:26])([CH3:27])[CH3:28])[cH:29][cH:30]1.[H-:1].[NH4+:32].[Na+:2].[O:33]1[CH2:34][CH2:35][O:36][CH2:37][CH2:38]1.[OH2:44]>>[C:3]([CH:4]([C:5](=[O:6])[O:7][CH2:8][CH:9]=[CH2:10])[CH2:17][c:18]1[cH:19][cH:20][c:21]([C:22](=[O:23])[O:24][C:25]([CH3:26])([CH3:27])[CH3:28])[cH:29][cH:30]1)(=[O:11])[O:12][CH2:13][CH:14]=[CH2:15]. The reactants are CCOC(=O)C(C(=O)OCC)c1csc(N)n1, CC(=O)OC(C)=O, O=CO. The product is CCOC(=O)C(C(=O)OCC)c1csc(NC=O)n1. Reaction SMILES: [CH2:1]([CH3:2])[O:3][C:4]([CH:5]([C:6](=[O:7])[O:8][CH2:9][CH3:10])[c:11]1[n:12][c:13]([NH2:16])[s:14][cH:15]1)=[O:17].[CH3:18][C:19](=[O:20])[O:21][C:22](=[O:23])[CH3:24].[CH:25]([OH:26])=[O:27]>>[CH2:1]([CH3:2])[O:3][C:4]([CH:5]([C:6](=[O:7])[O:8][CH2:9][CH3:10])[c:11]1[n:12][c:13]([NH:16][CH:19]=[O:20])[s:14][cH:15]1)=[O:17]. Reactants: NC1=CC=C(C=C1)C=1NC(=C(N1)C(=O)NC=1SC=CN1)C1=CC=C(C=C1)OC (2-(4-aminophenyl)-5-(4-methoxyphenyl)-N-(2-thiazolyl)imidazole-4-carboxamide), FC(C(=O)O)(F)F (trifluoroacetic acid). Solvent: C(OCC)([O-])[O-] (ethyl orthoformate). Yields the product COC1=CC=C(C=C1)C1=C(N=C(N1)C1=CC=C(C=C1)NC)C(=O)NC=1SC=CN1 (5-(4-methoxyphenyl)-2-(4-methylaminophenyl)-N-(2-thiazolyl)-imidazole-4-carboxamide). Reaction SMILES: [NH2:1][C:2]1[CH:7]=[CH:6][C:5]([C:8]2[NH:9][C:10]([C:21]3[CH:26]=[CH:25][C:24]([O:27][CH3:28])=[CH:23][CH:22]=3)=[C:11]([C:13]([NH:15][C:16]3[S:17][CH:18]=[CH:19][N:20]=3)=[O:14])[N:12]=2)=[CH:4][CH:3]=1.F[C:30](F)(F)C(O)=O>C([O-])([O-])OCC>[CH3:28][O:27][C:24]1[CH:25]=[CH:26][C:21]([C:10]2[NH:9][C:8]([C:5]3[CH:6]=[CH:7][C:2]([NH:1][CH3:30])=[CH:3][CH:4]=3)=[N:12][C:11]=2[C:13]([NH:15][C:16]2[S:17][CH:18]=[CH:19][N:20]=2)=[O:14])=[CH:22][CH:23]=1. Procedure: To 2-(4-aminophenyl)-5-(4-methoxyphenyl)-N-(2-thiazolyl)-imidazole-4-carboxamide (1.35 g) obtained in Example 48 were added ethyl orthoformate (40 ml) and trifluoroacetic acid (0.5 ml) and the mixture was refluxed under heating for one day. The reaction mixture was concentrated and to the residue were added tetrahydrofuran (40 ml) and ethyl alcohol (25 ml). Sodium borohydride (1.2 g) was added to the mixture with stirring. The mixture was stirred at room temperature for 1 hr and refluxed under h... The reactants are CN (methylamine), ClC1=C(C(C(=O)O)=C(C=C1Cl)Cl)C(=O)O (3,4,6-trichlorophthalic acid), CN (methylamine). The solvent is C(C)(=O)O (acetic acid). Conditions: temperature 93 celsius, time 5 hour. Yields the product ClC1=C2C(C(=O)N(C2=O)C)=C(C=C1Cl)Cl (3,4,6-trichloro-N-methylphthalimide). Isolated yield 65.1%. As a reaction SMILES: [Cl:1][C:2]1[C:10]([Cl:11])=[CH:9][C:8]([Cl:12])=[C:4]([C:5](O)=[O:6])[C:3]=1[C:13]([OH:15])=O.[CH3:16][NH2:17]>C(O)(=O)C>[Cl:1][C:2]1[C:10]([Cl:11])=[CH:9][C:8]([Cl:12])=[C:4]2[C:5]([N:17]([CH3:16])[C:13](=[O:15])[C:3]=12)=[O:6]. Procedure details: A mixture of 3,4,6-trichlorophthalic acid (25.01 g, 92.8 mmol) and glacial acetic acid (100 mL) was charged to a 250 mL 3-neck flask, equipped with a dry-ice condenser, thermometer, gas sparger and magnetic stirrer and maintained under an atmosphere of dry nitrogen. The mixture was heated and maintained at 50°-54° C. while methylamine (12 g, 0.4 mol) was introduced over a period of 1.5 hours. Following the addition of the methylamine, the reaction mixture was heated to 93° C. and maintained ther... The reactants are N(=O)[O-].[Na+] (sodium nitrite), NC=1C=C2C[C@]3(C(NC4=NC=CC=C43)=O)CC2=CC1 ((2R)-5-amino-1,3-dihydrospiro[indene-2,3′-pyrrolo[2,3-b]pyridin]-2′(1′H)-one), C1(=CC=C(C=C1)S(=O)(=O)O)C (p-toluenesulfonic acid), [OH-].[Na+] (NaOH), II (Iodine), S(=S)(=O)([O-])[O-].[Na+].[Na+] (sodium thiosulfate), [I-].[K+] (potassium iodide). The solvent is O (water), C(C)#N (acetonitrile), O (water), O (water). Run at time 30 minute. The product is IC=1C=C2C[C@]3(C(NC4=NC=CC=C43)=O)CC2=CC1 ((2R)-5-Iodo-1,3-dihydrospiro[indene-2,3′-pyrrolo[2,3-b]pyridin]-2′(1′H)-one). Reaction SMILES: N([O-])=O.[Na+].N[C:6]1[CH:7]=[C:8]2[C:21](=[CH:22][CH:23]=1)[CH2:20][C@:10]1([C:18]3[C:13](=[N:14][CH:15]=[CH:16][CH:17]=3)[NH:12][C:11]1=[O:19])[CH2:9]2.C1(C)C=CC(S(O)(=O)=O)=CC=1.[I-:35].[K+].[OH-].[Na+].II.S([O-])([O-])(=O)=S.[Na+].[Na+]>O.C(#N)C>[I:35][C:6]1[CH:7]=[C:8]2[C:21](=[CH:22][CH:23]=1)[CH2:20][C@:10]1([C:18]3[C:13](=[N:14][CH:15]=[CH:16][CH:17]=3)[NH:12][C:11]1=[O:19])[CH2:9]2 |f:0.1,4.5,6.7,9.10.11|. Reported procedure: A solution of sodium nitrite (107 g, 1.55 mol) in water (500 mL) was added dropwise over 15 min to a solution of (2R)-5-amino-1,3-dihydrospiro[indene-2,3′-pyrrolo[2,3-b]pyridin]-2′(1′H)-one (195 g, 0.776 mol) and p-toluenesulfonic acid (443 g, 2.33 mol) in acetonitrile (1.94 L) at 23° C. After stirring for 30 min, a solution of potassium iodide (322 g, 1.94 mol) in water (500 mL) was then added over 15 minutes. The resulting mixture was stirred at 23° C. for 40 minutes, then diluted with water (... The reactants are N1(N=NC2=C1C=CC=C2)OC2=NC=C(C(=N2)NCC=2C=NN(C2)C)C(=O)N (2-(1H-benzo[d][1,2,3]triazol-1-yloxy)-4-((1-methyl-1H-pyrazol-4-yl)methylamino)pyrimidine-5-carboxamide), C(C)(=O)NC=1C=C(N)C=CC1 (3-acetamidoaniline), CC=1C=CC(=CC1)S(=O)(=O)O (pTsOH). Solvent: CN1CCCC1=O (NMP). Run at temperature 100 celsius. Yields the product C(C)(=O)NC=1C=C(C=CC1)NC1=NC=C(C(=N1)NCC=1C=NN(C1)C)C(=O)N (2-(3-acetamidophenylamino)-4-((1-methyl-1H-pyrazol-4-yl)methylamino)pyrimidine-5-carboxamide). Yield: 75.1%. Reaction SMILES: N1(O[C:11]2[N:16]=[C:15]([NH:17][CH2:18][C:19]3[CH:20]=[N:21][N:22]([CH3:24])[CH:23]=3)[C:14]([C:25]([NH2:27])=[O:26])=[CH:13][N:12]=2)C2C=CC=CC=2N=N1.[C:28]([NH:31][C:32]1[CH:33]=[C:34]([CH:36]=[CH:37][CH:38]=1)[NH2:35])(=[O:30])[CH3:29].CC1C=CC(S(O)(=O)=O)=CC=1>CN1C(=O)CCC1>[C:28]([NH:31][C:32]1[CH:33]=[C:34]([NH:35][C:11]2[N:16]=[C:15]([NH:17][CH2:18][C:19]3[CH:20]=[N:21][N:22]([CH3:24])[CH:23]=3)[C:14]([C:25]([NH2:27])=[O:26])=[CH:13][N:12]=2)[CH:36]=[CH:37][CH:38]=1)(=[O:30])[CH3:29]. Procedure details: To a solution of 2-(1H-benzo[d][1,2,3]triazol-1-yloxy)-4-((1-methyl-1H-pyrazol-4-yl)methylamino)pyrimidine-5-carboxamide (51 mg, 0.14 mmol) in NMP (0.8 mL) was added 3-acetamidoaniline (24 mg, 0.16 mmol) and pTsOH*H2O (27 mg, 0.14 mmol). The mixture was heated at 100° C. for 2 h, cooled to room temperature, purified by preparative HPLC to give 2-(3-acetamidophenylamino)-4-((1-methyl-1H-pyrazol-4-yl)methylamino)pyrimidine-5-carboxamide (40 mg). MS found for C18H20N8O2 as (M+H)+ 381.5. λ=242.8. Reactants: O=S1(CCC(CCC1)C1=CNC2=C(C=C(C=C12)C1=CC=CC=C1)C(=O)O)=O (3-(1,1-Dioxido-4-thiepanyl)-5-phenyl-1H-indole-7-carboxylic acid), C=1C=CC2=C(C1)N=NN2O (HOBT), C(CCl)Cl (EDC), N (NH3). The solvent is O1CCOCC1 (dioxane). Reaction conditions: temperature 120 celsius, time 8 hour. The product is O=S1(CCC(CCC1)C1=CNC2=C(C=C(C=C12)C1=CC=CC=C1)C(=O)N)=O (3-(1,1-Dioxido-4-thiepanyl)-5-phenyl-1H-indole-7-carboxamide). Yield: 14.1%. RXN SMILES: [O:1]=[S:2]1(=[O:27])[CH2:8][CH2:7][CH2:6][CH:5]([C:9]2[C:17]3[C:12](=[C:13]([C:24]([OH:26])=O)[CH:14]=[C:15]([C:18]4[CH:23]=[CH:22][CH:21]=[CH:20][CH:19]=4)[CH:16]=3)[NH:11][CH:10]=2)[CH2:4][CH2:3]1.C1C=CC2N(O)N=[N:34]C=2C=1.C(Cl)CCl.N>O1CCOCC1>[O:1]=[S:2]1(=[O:27])[CH2:8][CH2:7][CH2:6][CH:5]([C:9]2[C:17]3[C:12](=[C:13]([C:24]([NH2:34])=[O:26])[CH:14]=[C:15]([C:18]4[CH:23]=[CH:22][CH:21]=[CH:20][CH:19]=4)[CH:16]=3)[NH:11][CH:10]=2)[CH2:4][CH2:3]1. Procedure: 3-(1,1-Dioxido-4-thiepanyl)-5-phenyl-1H-indole-7-carboxylic acid (0.076 mmol), HOBT (10 mg, 0.074 mmol), EDC (15 mg, 0.078 mmol) were mixed together. A solution of 0.5 M NH3 in dioxane (1.5 mL) was added in, and the reaction was heated in a microwave at 120° C. for 10 minutes, then allowed to sit at room temperature overnight. The solvent was evaporated and the crude product was dissolved in DMSO and purified by Gilson HPLC (0.1% TFA, 10%-90% CH3CN, 10 minutes). The desired fractions were concen...